From a dataset of the Open Reaction Database (ORD), a public repository of structured organic reaction records. describe an organic reaction: reactants, conditions, products, and yield The reactants are [N+](=O)([O-])C1=C(OCC(CNC(C)(C)C)O)C=CC(=C1)Cl (1-(2-nitro-4-chlorophenoxy)-2-hydroxy-3-tert.-butylamino propane). The reagents and catalysts are [Ni] (Raney-nickel). The solvent is CO (methanol). The product is Cl.Cl.NC1=C(OCC(CNC(C)(C)C)O)C=CC(=C1)Cl (1-(2-amino-4-chlorophenoxy)-2-hydroxy-3-tert.-butylamino propane dihydrochloride). RXN SMILES: [N+:1]([C:4]1[CH:19]=[C:18]([Cl:20])[CH:17]=[CH:16][C:5]=1[O:6][CH2:7][CH:8]([OH:15])[CH2:9][NH:10][C:11]([CH3:14])([CH3:13])[CH3:12])([O-])=O>CO.[Ni]>[ClH:20].[ClH:20].[NH2:1][C:4]1[CH:19]=[C:18]([Cl:20])[CH:17]=[CH:16][C:5]=1[O:6][CH2:7][CH:8]([OH:15])[CH2:9][NH:10][C:11]([CH3:14])([CH3:13])[CH3:12] |f:3.4.5|. Reported procedure: 1-(2-nitro-4-chlorophenoxy)-2-hydroxy-3-tert.-butylamino propane was hydrogenated in the presence of Raney-nickel in methanol to obtain 1-(2-amino-4-chlorophenoxy)-2-hydroxy-3-tert.-butylamino propane dihydrochloride having a melting point of 260°-262° C. Yields the product Cc1ncc2n1-c1ccc(Cl)cc1C(c1ccccc1F)=[N+]([O-])C2. Reactants: ClCCl, Cc1ncc2n1-c1ccc(Cl)cc1C(c1ccccc1F)=NC2, O=C(OO)c1cccc(Cl)c1. RXN SMILES: [CH2:35]([Cl:36])[Cl:37].[Cl:1][c:2]1[cH:3][cH:4][c:5]2[c:6]([cH:23]1)[C:7]([c:16]1[c:17]([F:22])[cH:18][cH:19][cH:20][cH:21]1)=[N:8][CH2:9][c:10]1[n:11]-2[c:12]([CH3:15])[n:13][cH:14]1.[Cl:24][c:25]1[cH:26][cH:27][cH:28][c:29]([C:30]([O:31][OH:33])=[O:32])[cH:34]1>>[Cl:1][c:2]1[cH:3][cH:4][c:5]2[c:6]([cH:23]1)[C:7]([c:16]1[c:17]([F:22])[cH:18][cH:19][cH:20][cH:21]1)=[N+:8]([O-:32])[CH2:9][c:10]1[n:11]-2[c:12]([CH3:15])[n:13][cH:14]1. Reactants: Cl.O1C=NC=C1CN (oxazol-5-ylmethanamine HCl), FC(C=1C=C(C=C(C1)C(F)(F)F)C1=NN(C=N1)\C=C/C(=O)O)(F)F ((Z)-3-(3-(3,5-bis(trifluoromethyl)phenyl)-1H-1,2,4-triazol-1-yl)acrylic acid), C=1C=CC2=C(C1)N=NN2O (HOBT), CCN=C=NCCCN(C)C.Cl (EDC HCl), CCN(C(C)C)C(C)C (DIPEA). Run in ClCCl (dichloromethane), CO (methanol), ClCCl (dichloromethane). Conditions: temperature 0 celsius, time 1.5 hour. The product is FC(C=1C=C(C=C(C1)C(F)(F)F)C1=NN(C=N1)\C=C/C(=O)NCC1=CN=CO1)(F)F ((Z)-3-(3-(3,5-bis(trifluoromethyl)phenyl)-1H-1,2,4-triazol-1-yl)-N-(oxazol-5-ylmethyl)acrylamide). Reaction SMILES: [F:1][C:2]([F:24])([F:23])[C:3]1[CH:4]=[C:5]([C:13]2[N:17]=[CH:16][N:15](/[CH:18]=[CH:19]\[C:20](O)=[O:21])[N:14]=2)[CH:6]=[C:7]([C:9]([F:12])([F:11])[F:10])[CH:8]=1.C1C=CC2N(O)N=NC=2C=1.CCN=C=NCCCN(C)C.Cl.Cl.[O:48]1[C:52]([CH2:53][NH2:54])=[CH:51][N:50]=[CH:49]1.CCN(C(C)C)C(C)C>ClCCl.CO>[F:24][C:2]([F:1])([F:23])[C:3]1[CH:4]=[C:5]([C:13]2[N:17]=[CH:16][N:15](/[CH:18]=[CH:19]\[C:20]([NH:54][CH2:53][C:52]3[O:48][CH:49]=[N:50][CH:51]=3)=[O:21])[N:14]=2)[CH:6]=[C:7]([C:9]([F:12])([F:11])[F:10])[CH:8]=1 |f:2.3,4.5|. Reported procedure: In a 25 mL 3N round-bottomed flask equipped with nitrogen inlet, (Z)-3-(3-(3,5-bis(trifluoromethyl)phenyl)-1H-1,2,4-triazol-1-yl)acrylic acid (4) (0.250 g, 1.0 eq.) was dissolved in dichloromethane (5.0 mL, 20 V). The reaction mixture was cooled to 0° C. and then added HOBT (0.119 g, 1.1 eq.) followed by EDC HCl (0.150 g, 1.1 eq.) and oxazol-5-ylmethanamine HCl (0.143 g, 1.1 eq.). DIPEA (0.101 g, 1.1 eq) was added to this reaction mixture dropwise at the same temperature. The clear reaction mixt... Reactants: COC1=CC=C(CN(C2=NC=C3C=C(C(N(C3=C2)CC)=O)C=2C(=CC(=C(C2)NC(=O)NC2=CC(=CC=C2)F)F)F)C)C=C1 (1-(5-(7-((4-methoxybenzyl)(methyl)amino)-1-ethyl-2-oxo-1,2-dihydro-1,6-naphthyridin-3-yl)-2,4-difluorophenyl)-3-(3-fluorophenyl)urea), C(=O)(O)[O-].[Na+] (NaHCO3). Solvent: C(=O)(C(F)(F)F)O (TFA). Product: C(C)N1C(C(=CC2=CN=C(C=C12)NC)C=1C(=CC(=C(C1)NC(=O)NC1=CC(=CC=C1)F)F)F)=O (1-(5-(1-ethyl-7-(methylamino)-2-oxo-1,2-dihydro-1,6-naphthyridin-3-yl)-2,4-difluorophenyl)-3-(3-fluorophenyl)urea). Yield: 42.2%. Reaction SMILES: COC1C=CC([CH2:7][N:8](C)[C:9]2[CH:18]=[C:17]3[C:12]([CH:13]=[C:14]([C:22]4[C:23]([F:40])=[CH:24][C:25]([F:39])=[C:26]([NH:28][C:29]([NH:31][C:32]5[CH:37]=[CH:36][CH:35]=[C:34]([F:38])[CH:33]=5)=[O:30])[CH:27]=4)[C:15](=[O:21])[N:16]3[CH2:19][CH3:20])=[CH:11][N:10]=2)=CC=1.C([O-])(O)=O.[Na+]>C(O)(C(F)(F)F)=O>[CH2:19]([N:16]1[C:17]2[C:12](=[CH:11][N:10]=[C:9]([NH:8][CH3:7])[CH:18]=2)[CH:13]=[C:14]([C:22]2[C:23]([F:40])=[CH:24][C:25]([F:39])=[C:26]([NH:28][C:29]([NH:31][C:32]3[CH:37]=[CH:36][CH:35]=[C:34]([F:38])[CH:33]=3)=[O:30])[CH:27]=2)[C:15]1=[O:21])[CH3:20] |f:1.2|. Procedure details: A solution of 1-(5-(7-((4-methoxybenzyl)(methyl)amino)-1-ethyl-2-oxo-1,2-dihydro-1,6-naphthyridin-3-yl)-2,4-difluorophenyl)-3-(3-fluorophenyl)urea (267 mg, 0.421 mmol) in TFA (3 mL) was stirred at RT for 40 min. The mixture was evaporated at reduced pressure, dissolved in EtOAc, washed with satd. NaHCO3, then brine, dried (Na2SO4), concentrated in vacuo, purified by reverse phase chromatography (MeCN/water with 0.1% TFA) and partially concentrated to give an aqueous solution. The aqueous solutio...